This data is from the Open Reaction Database (ORD), a public repository of structured organic reaction records. The task is: describe an organic reaction: reactants, conditions, products, and yield Reactants: O=C([O-])[O-], Fc1cnccc1-c1nc2cc(C(F)(F)F)ccc2o1, FC(F)(F)c1c[nH]cn1, [K+], [K+], CN(C)C=O, O. Yields the product FC(F)(F)c1ccc2oc(-c3ccncc3-n3cnc(C(F)(F)F)c3)nc2c1. As a reaction SMILES: [C:30](=[O:31])([O-:32])[O-:33].[F:1][c:2]1[cH:3][n:4][cH:5][cH:6][c:7]1-[c:8]1[o:9][c:10]2[c:11]([n:12]1)[cH:13][c:14]([C:17]([F:18])([F:19])[F:20])[cH:15][cH:16]2.[F:21][C:22]([c:23]1[n:24][cH:25][nH:26][cH:27]1)([F:28])[F:29].[K+:34].[K+:35].[O:36]=[CH:37][N:38]([CH3:39])[CH3:40].[OH2:41]>>[c:2]1(-[n:26]2[cH:25][n:24][c:23]([C:22]([F:21])([F:28])[F:29])[cH:27]2)[cH:3][n:4][cH:5][cH:6][c:7]1-[c:8]1[o:9][c:10]2[c:11]([n:12]1)[cH:13][c:14]([C:17]([F:18])([F:19])[F:20])[cH:15][cH:16]2.